This data is from the Open Reaction Database (ORD), a public repository of structured organic reaction records. The task is: describe an organic reaction: reactants, conditions, products, and yield Starting materials: ClC1=CC=C(C(N2CCN(CC2)C)C=2C=C(/C=C/C(=O)O)C=CC2)C=C1 ((E)-3-(4-chloro-α-(4-methyl-1-piperazinyl)benzyl)cinnamic acid), BrC=1C=C(C(C2=CC=C(C=C2)Cl)N2CCN(CC2)C)C=CC1 (1-(3-bromo-4'-chlorobenzhydryl)-4-methylpiperazine). The solvent is O1CCCC1 (tetrahydrofuran). Reaction conditions: time 10 minute. The product is ClC1=CC=C(C(N2CCN(CC2)C)C=2C=C(C(=O)O)C=CC2)C=C1 (3-(4-chloro-α-(4-methyl-1-piperazinyl)benzyl)benzoic acid). The yield is 33.0%. As a reaction SMILES: ClC1C=CC(C(C2C=C(C=CC=2)/C=C/[C:19]([OH:21])=[O:20])N2CCN(C)CC2)=CC=1.Br[C:28]1[CH:29]=[C:30]([CH:46]=[CH:47][CH:48]=1)[CH:31]([N:39]1[CH2:44][CH2:43][N:42]([CH3:45])[CH2:41][CH2:40]1)[C:32]1[CH:37]=[CH:36][C:35]([Cl:38])=[CH:34][CH:33]=1>O1CCCC1>[Cl:38][C:35]1[CH:36]=[CH:37][C:32]([CH:31]([C:30]2[CH:29]=[C:28]([CH:48]=[CH:47][CH:46]=2)[C:19]([OH:21])=[O:20])[N:39]2[CH2:44][CH2:43][N:42]([CH3:45])[CH2:41][CH2:40]2)=[CH:33][CH:34]=1. Reported procedure: The intermediate from Example 1, 1-(3-bromo-4'-chlorobenzhydryl)-4-methylpiperazine (1.10 g, 2.90 mmol), was dissolved in 10 mL of dry tetrahydrofuran and dried further over 4A molecular sieves for 24 hours. The solution was transferred to a dry flask under nitrogen and cooled to -78°. n-Butyllithium in hexane (1.1M, 2.6 ml) was added dropwise and the solution was stirred for 10 minutes at -78°. Carbon dioxide gas was bubbled into the reaction until the red solution turned yellow. The reaction w...